From a dataset of the Open Reaction Database (ORD), a public repository of structured organic reaction records. describe an organic reaction: reactants, conditions, products, and yield The reactants are Cl (HCl), C(C)(C)(C)C=1C=C(C(=O)OC)C=C(C1)C#N (methyl 3-tert-butyl-5-cyanobenzoate), [OH-].[Na+] (NaOH). The solvent is CO (MeOH), O (water). Run at time 2.5 hour. Product: C(C)(C)(C)C=1C=C(C(=O)O)C=C(C1)C#N (3-tert-butyl-5-cyanobenzoic acid). Isolated yield 124.4%. RXN SMILES: [C:1]([C:5]1[CH:6]=[C:7]([CH:12]=[C:13]([C:15]#[N:16])[CH:14]=1)[C:8]([O:10]C)=[O:9])([CH3:4])([CH3:3])[CH3:2].[OH-].[Na+].Cl>CO.O>[C:1]([C:5]1[CH:6]=[C:7]([CH:12]=[C:13]([C:15]#[N:16])[CH:14]=1)[C:8]([OH:10])=[O:9])([CH3:4])([CH3:2])[CH3:3] |f:1.2|. Procedure details: To a solution of methyl 3-tert-butyl-5-cyanobenzoate (8.8 g, 0.0360 mol) in MeOH (76 mL) was added a solution of NaOH (2.0 g, 0.050 mol) in water (15 mL). The mixture was allowed to stir at rt for 2.5 h and then acidified with 1N HCl. The mixture was concentrated to remove methanol and the residue was extracted with EtOAc. The organic solutions were combined, washed with 1NHCl and brine, dried over Na2SO4, filtered, and concentrated to a small volume. Hexane was added and the product precipitate... Starting materials: C1(CC1)COC1=C(C2=C(OCO2)C=C1)C=1C2=C(N=CN1)C(=C(N2)C)C(=O)NC2CCN(CC2)C(=O)OC(C)(C)C (tert-Butyl 4-[({4-[5-(cyclopropyl methoxy)-1,3-benzodioxol-4-yl]-6-methyl-5H-pyrrolo[3,2-d]pyrimidin-7-yl}carbonyl)amino]piperidine-1-carboxylate), Cl (HCl), COC(C)(C)C (tert.-butyl methyl ether). The solvent is O1CCOCC1 (dioxane), CC(C)O (2-propanol). Reaction conditions: temperature 80 celsius. The product is Cl.C1(CC1)COC1=C(C2=C(OCO2)C=C1)C=1C2=C(N=CN1)C(=C(N2)C)C(=O)NC2CCNCC2 (4-[5-(Cyclopropylmethoxy)-1,3-benzodioxol-4-yl]-6-methyl-N-piperidin-4-yl-5H-pyrrolo[3,2-d]pyrimidine-7-carboxamide hydrochloride). Reaction SMILES: [CH:1]1([CH2:4][O:5][C:6]2[CH:14]=[CH:13][C:9]3[O:10][CH2:11][O:12][C:8]=3[C:7]=2[C:15]2[C:16]3[NH:23][C:22]([CH3:24])=[C:21]([C:25]([NH:27][CH:28]4[CH2:33][CH2:32][N:31](C(OC(C)(C)C)=O)[CH2:30][CH2:29]4)=[O:26])[C:17]=3[N:18]=[CH:19][N:20]=2)[CH2:3][CH2:2]1.[ClH:41].COC(C)(C)C>CC(O)C.O1CCOCC1>[ClH:41].[CH:1]1([CH2:4][O:5][C:6]2[CH:14]=[CH:13][C:9]3[O:10][CH2:11][O:12][C:8]=3[C:7]=2[C:15]2[C:16]3[NH:23][C:22]([CH3:24])=[C:21]([C:25]([NH:27][CH:28]4[CH2:29][CH2:30][NH:31][CH2:32][CH2:33]4)=[O:26])[C:17]=3[N:18]=[CH:19][N:20]=2)[CH2:3][CH2:2]1 |f:5.6|. Reported procedure: tert-Butyl 4-[({4-[5-(cyclopropyl methoxy)-1,3-benzodioxol-4-yl]-6-methyl-5H-pyrrolo[3,2-d]pyrimidin-7-yl}carbonyl)amino]piperidine-1-carboxylate from example D.e1 (2.72 g; 4.95 mmol) is dissolved in dry 2-propanol (50 mL). After addition of 4M HCl in dioxane (5.0 mL) the stirred reaction mixture is heated to 80° C. for two hours. At ambient temperature tert.-butyl methyl ether (100 mL) is added. Starting materials: Cl.NC=1SC=C(N1)C(C(=O)NC1[C@@H]2N(C(=C(CS2)CSC=2SC=NN2)C(=O)O)C1=O)=NOCCO (7-[2-(2-aminothiazol-4-yl)-2-(2-hydroxyethoxyimino)acetamido]-3-(1,3,4-thiadiazol-2-yl)thiomethyl-3-cephem-4-carboxylic acid hydrochloride). The solvent is O (water). The product is NC=1SC=C(N1)C(C(=O)NC1[C@@H]2N(C(=C(CS2)CSC=2SC=NN2)C(=O)O)C1=O)=NOCCO (7-[2-(2-aminothiazol-4-yl)-2-(2-hydroxyethoxyimino)acetamido]-3-(1,3,4-thiadiazol-2-yl)thiomethyl-3-cephem-4-carboxylic acid). Isolated yield 73.2%. As a reaction SMILES: Cl.[NH2:2][C:3]1[S:4][CH:5]=[C:6]([C:8](=[N:31][O:32][CH2:33][CH2:34][OH:35])[C:9]([NH:11][CH:12]2[C:29](=[O:30])[N:14]3[C:15]([C:26]([OH:28])=[O:27])=[C:16]([CH2:19][S:20][C:21]4[S:22][CH:23]=[N:24][N:25]=4)[CH2:17][S:18][C@H:13]23)=[O:10])[N:7]=1>O>[NH2:2][C:3]1[S:4][CH:5]=[C:6]([C:8](=[N:31][O:32][CH2:33][CH2:34][OH:35])[C:9]([NH:11][CH:12]2[C:29](=[O:30])[N:14]3[C:15]([C:26]([OH:28])=[O:27])=[C:16]([CH2:19][S:20][C:21]4[S:22][CH:23]=[N:24][N:25]=4)[CH2:17][S:18][C@H:13]23)=[O:10])[N:7]=1 |f:0.1|. Reported procedure: A solution of 7-[2-(2-aminothiazol-4-yl)-2-(2-hydroxyethoxyimino)acetamido]-3-(1,3,4-thiadiazol-2-yl)thiomethyl-3-cephem-4-carboxylic acid hydrochloride (syn isomer, 10.5 g.) in water (300 ml.) was adjusted to pH 4.0 and subjected to column chromatography on nonionic adsorption resin "Diaion HP-20" (trademark, manufactured by Mitsubishi Chemical Industries Ltd.). After washing the column with water (200 ml.), the object compound was eluted with 20% isopropyl alcohol. The eluate was lyophilized t...